This data is from the Open Reaction Database (ORD), a public repository of structured organic reaction records. The task is: describe an organic reaction: reactants, conditions, products, and yield Reactants: C1(=CC=CC=C1)P(C1=CC=CC=C1)C1=CC=CC=C1 (triphenylphosphine), [N-]=[N+]=[N-].[Na+] (sodium azide), FC1=CC(=C(C=C1)NC=1N(C2=C(C=CC=3C(=C(NC(C23)=O)C(C=C)OC(C)=O)C)N1)C)C (acetic acid 1-[2-(4-fluoro-2-methyl-phenylamino)-1,6-dimethyl-9-oxo-8,9-dihydro-1H-imidazo[4,5-h]isoquinolin-7-yl]-allyl ester), [OH-].[NH4+] (ammonium hydroxide), C1(=CC=CC=C1)P(C1=CC=CC=C1)C1=CC=CC=C1 (triphenylphosphine). Reagents/catalysts: C=1C=CC(=CC1)/C=C/C(=O)/C=C/C2=CC=CC=C2.C=1C=CC(=CC1)/C=C/C(=O)/C=C/C2=CC=CC=C2.C=1C=CC(=CC1)/C=C/C(=O)/C=C/C2=CC=CC=C2.[Pd].[Pd] (Pd2(dba)3). Run in C1CCOC1 (THF), O (water), C(C)(=O)OCC (ethyl acetate). Reaction conditions: temperature 60 celsius, time 20 minute. Product: NCC=CC=1NC(C=2C3=C(C=CC2C1C)N=C(N3C)NC3=C(C=C(C=C3)F)C)=O (7-(3-amino-propenyl)-2-(4-fluoro-2-methyl-phenylamino)-1,6-dimethyl-1,8-dihydro-imidazo[4,5-h]isoquinolin-9-one). Reaction SMILES: C1(P(C2C=CC=CC=2)C2C=CC=CC=2)C=CC=CC=1.[F:20][C:21]1[CH:26]=[CH:25][C:24]([NH:27][C:28]2[N:29]([CH3:50])[C:30]3[C:39]4[C:38](=[O:40])[NH:37][C:36]([CH:41](OC(=O)C)[CH:42]=[CH2:43])=[C:35]([CH3:48])[C:34]=4[CH:33]=[CH:32][C:31]=3[N:49]=2)=[C:23]([CH3:51])[CH:22]=1.[N-:52]=[N+]=[N-].[Na+].[OH-].[NH4+]>O.C(OCC)(=O)C.C1C=CC(/C=C/C(/C=C/C2C=CC=CC=2)=O)=CC=1.C1C=CC(/C=C/C(/C=C/C2C=CC=CC=2)=O)=CC=1.C1C=CC(/C=C/C(/C=C/C2C=CC=CC=2)=O)=CC=1.[Pd].[Pd].C1COCC1>[NH2:52][CH2:43][CH:42]=[CH:41][C:36]1[NH:37][C:38](=[O:40])[C:39]2[C:30]3[N:29]([CH3:50])[C:28]([NH:27][C:24]4[CH:25]=[CH:26][C:21]([F:20])=[CH:22][C:23]=4[CH3:51])=[N:49][C:31]=3[CH:32]=[CH:33][C:34]=2[C:35]=1[CH3:48] |f:2.3,4.5,8.9.10.11.12|. Procedure: To a 50 mL round bottom flask equipped with a magnetic stir bar was added Pd2(dba)3 (38 mg, 42 μmol), triphenylphosphine (52 mg, 200 μmol) and THF (6.6 mL). The resulting solution was stirred under nitrogen for 20 minutes followed by the addition of acetic acid 1-[2-(4-fluoro-2-methyl-phenylamino)-1,6-dimethyl-9-oxo-8,9-dihydro-1H-imidazo[4,5-h]isoquinolin-7-yl]-allyl ester (0.288 mg, 0.664 mmol). The resulting red solution was stirred for 20 minutes, then sodium azide (47 mg, 0.72 mmol) was add... The product is C(C)(C)N1N=C(N=C1C=1SC=2CCOC3=C(C2N1)C=CC(=C3)C=3N=CN(C3)CCO)C (2-{4-[2-(2-Isopropyl-5-methyl-2H-[1,2,4]triazol-3-yl)-4,5-dihydro-6-oxa-3-thia-1-aza-benzo[e]azulen-8-yl]-imidazol-1-yl}-ethanol). As a reaction SMILES: Br[C:2]1[CH:24]=[CH:23][C:5]2[C:6]3[N:7]=[C:8]([C:14]4[N:15]([CH:20]([CH3:22])[CH3:21])[N:16]=[C:17]([CH3:19])[N:18]=4)[S:9][C:10]=3[CH2:11][CH2:12][O:13][C:4]=2[CH:3]=1.O1CCCCC1[O:31][CH2:32][CH2:33][N:34]1[CH:38]=[C:37]([Sn](CCCC)(CCCC)CCCC)[N:36]=[CH:35]1.O1CCCCC1OCCN1C([Sn](CCCC)(CCCC)CCCC)=CN=C1>>[CH:20]([N:15]1[C:14]([C:8]2[S:9][C:10]3[CH2:11][CH2:12][O:13][C:4]4[CH:3]=[C:2]([C:37]5[N:36]=[CH:35][N:34]([CH2:33][CH2:32][OH:31])[CH:38]=5)[CH:24]=[CH:23][C:5]=4[C:6]=3[N:7]=2)=[N:18][C:17]([CH3:19])=[N:16]1)([CH3:22])[CH3:21]. Reactants: BrC1=CC2=C(C=3N=C(SC3CCO2)C=2N(N=C(N2)C)C(C)C)C=C1 (8-Bromo-2-(2-isopropyl-5-methyl-2H-[1,2,4]triazol-3-yl)-4,5-dihydro-6-oxa-3-thia-1-aza-benzo[e]azulene), O1C(CCCC1)OCCN1C=NC(=C1)[Sn](CCCC)(CCCC)CCCC (1-(2-(tetrahydro-2H-pyran-2-yloxy)ethyl)-4-(tributylstannyl)-1H-imidazole), O1C(CCCC1)OCCN1C=NC=C1[Sn](CCCC)(CCCC)CCCC (1-(2-(tetrahydro-2H-pyran-2-yloxy)ethyl)-5-(tributylstannyl)-1H-imidazole). Procedure: Similar to described in General Procedure G: 8-Bromo-2-(2-isopropyl-5-methyl-2H-[1,2,4]triazol-3-yl)-4,5-dihydro-6-oxa-3-thia-1-aza-benzo[e]azulene was reacted with a mixture of 1-(2-(tetrahydro-2H-pyran-2-yloxy)ethyl)-4-(tributylstannyl)-1H-imidazole and 1-(2-(tetrahydro-2H-pyran-2-yloxy)ethyl)-5-(tributylstannyl)-1H-imidazole to give 440 after THP-removal with aqueous HCl purification by reverse phase HPLC (55 mg). LCMS: 437.1. Starting materials: [Br-], C[Mg+], [Cu]I, N#CC(C#N)=Cc1ccc(OC(F)(F)F)cc1, C1CCOC1. The product is CC(c1ccc(OC(F)(F)F)cc1)C(C#N)C#N. Reaction SMILES: [Br-:18].[CH3:19][Mg+:20].[Cu:26][I:27].[F:1][C:2]([O:3][c:4]1[cH:5][cH:6][c:7]([CH:8]=[C:9]([C:10]#[N:11])[C:12]#[N:13])[cH:14][cH:15]1)([F:16])[F:17].[O:21]1[CH2:22][CH2:23][CH2:24][CH2:25]1>>[F:1][C:2]([O:3][c:4]1[cH:5][cH:6][c:7]([CH:8]([CH:9]([C:10]#[N:11])[C:12]#[N:13])[CH3:19])[cH:14][cH:15]1)([F:16])[F:17].